Task: describe an organic reaction: reactants, conditions, products, and yield. Dataset: the Open Reaction Database (ORD), a public repository of structured organic reaction records Reactants: CC(S)CS, Cc1ccccc1, CCOC(OCC)c1cc(-n2c(=O)cc(C(F)(F)F)n(N)c2=O)ccc1Cl, Cc1ccc(S(=O)(=O)O)cc1. The product is CC1CSC(c2cc(-n3c(=O)cc(C(F)(F)F)n(N)c3=O)ccc2Cl)S1. Reaction SMILES: [CH2:28]([CH:29]([CH3:30])[SH:31])[SH:32].[CH3:44][c:45]1[cH:46][cH:47][cH:48][cH:49][cH:50]1.[NH2:1][n:2]1[c:3](=[O:27])[n:4](-[c:13]2[cH:14][c:15]([CH:20]([O:21][CH2:22][CH3:23])[O:24][CH2:25][CH3:26])[c:16]([Cl:19])[cH:17][cH:18]2)[c:5](=[O:12])[cH:6][c:7]1[C:8]([F:9])([F:10])[F:11].[c:33]1([CH3:34])[cH:35][cH:36][c:37]([S:38]([OH:39])(=[O:40])=[O:41])[cH:42][cH:43]1>>[NH2:1][n:2]1[c:3](=[O:27])[n:4](-[c:13]2[cH:14][c:15]([CH:20]3[S:31][CH:29]([CH3:30])[CH2:28][S:32]3)[c:16]([Cl:19])[cH:17][cH:18]2)[c:5](=[O:12])[cH:6][c:7]1[C:8]([F:9])([F:10])[F:11]. The reactants are CCc1c(F)cnc2ccc(=O)n(CC=O)c12, CO, ClC(Cl)Cl, CC(C)(C)OC(=O)NC1CCNCC1. The product is CCc1c(F)cnc2ccc(=O)n(CCN3CCC(NC(=O)OC(C)(C)C)CC3)c12. RXN SMILES: [CH2:1]([CH3:2])[c:3]1[c:4]([F:17])[cH:5][n:6][c:7]2[cH:8][cH:9][c:10](=[O:16])[n:11]([CH2:13][CH:14]=[O:15])[c:12]12.[CH3:32][OH:33].[Cl:34][CH:35]([Cl:36])[Cl:37].[NH:18]1[CH2:19][CH2:20][CH:21]([NH:24][C:25]([O:26][C:27]([CH3:28])([CH3:29])[CH3:30])=[O:31])[CH2:22][CH2:23]1>>[CH2:1]([CH3:2])[c:3]1[c:4]([F:17])[cH:5][n:6][c:7]2[cH:8][cH:9][c:10](=[O:16])[n:11]([CH2:13][CH2:14][N:18]3[CH2:19][CH2:20][CH:21]([NH:24][C:25]([O:26][C:27]([CH3:28])([CH3:29])[CH3:30])=[O:31])[CH2:22][CH2:23]3)[c:12]12. Reactants: S1C=NC2=C1C=CC(=C2)CO (benzothiazol-5-yl-methanol). Reagents/catalysts: O=[Mn]=O (MnO2). The solvent is C(Cl)Cl (DCM). Reaction conditions: temperature 20 celsius, time 15 hour. Product: S1C=NC2=C1C=CC(=C2)C=O (benzothiazole-5-carbaldehyde). RXN SMILES: [S:1]1[C:5]2[CH:6]=[CH:7][C:8]([CH2:10][OH:11])=[CH:9][C:4]=2[N:3]=[CH:2]1>C(Cl)Cl.O=[Mn]=O>[S:1]1[C:5]2[CH:6]=[CH:7][C:8]([CH:10]=[O:11])=[CH:9][C:4]=2[N:3]=[CH:2]1. Reported procedure: To a solution of benzothiazol-5-yl-methanol (1 eq.) in DCM was added MnO2 (10 eq.). The dark suspension was stirred at 20° C. for 15 h, filtered through a pad of celite and the solvent removed under reduced pressure to afford benzothiazole-5-carbaldehyde which was used as such without further purification. The reactants are Cl.BrC=1N=C(N2C1C(=NC=C2)C)[C@@H]2CC[C@H](CC2)N2CCNCC2 (1-bromo-8-methyl-3-((trans)-4-(piperazin-1-yl)cyclohexyl)imidazo[1,5-a]pyrazine hydrochloride), COC1=C2C=C(N(C2=CC=C1)C)C(=O)NC1=C(C=C(C=C1)B1OC(C(O1)(C)C)(C)C)OC (4-methoxy-N-(2-methoxy-4-(4,4,5,5-tetramethyl-1,3,2-dioxaborolan-2-yl)phenyl)-1-methyl-1H-indole-2-carboxamide). Yields the product COC1=C2C=C(N(C2=CC=C1)C)C(=O)NC1=C(C=C(C=C1)C=1N=C(N2C1C(=NC=C2)C)[C@@H]2CC[C@H](CC2)N2CCNCC2)OC (4-methoxy-N-(2-methoxy-4-(8-methyl-3-((trans)-4-(piperazin-1-yl)cyclohexyl)imidazo[1,5-a]pyrazin-1-yl)phenyl)-1-methyl-1H-indole-2-carboxamide). Yield: 13.7%. RXN SMILES: Cl.Br[C:3]1[N:4]=[C:5]([C@H:13]2[CH2:18][CH2:17][C@H:16]([N:19]3[CH2:24][CH2:23][NH:22][CH2:21][CH2:20]3)[CH2:15][CH2:14]2)[N:6]2[CH:11]=[CH:10][N:9]=[C:8]([CH3:12])[C:7]=12.[CH3:25][O:26][C:27]1[CH:35]=[CH:34][CH:33]=[C:32]2[C:28]=1[CH:29]=[C:30]([C:37]([NH:39][C:40]1[CH:45]=[CH:44][C:43](B3OC(C)(C)C(C)(C)O3)=[CH:42][C:41]=1[O:55][CH3:56])=[O:38])[N:31]2[CH3:36]>>[CH3:25][O:26][C:27]1[CH:35]=[CH:34][CH:33]=[C:32]2[C:28]=1[CH:29]=[C:30]([C:37]([NH:39][C:40]1[CH:45]=[CH:44][C:43]([C:3]3[N:4]=[C:5]([C@H:13]4[CH2:18][CH2:17][C@H:16]([N:19]5[CH2:24][CH2:23][NH:22][CH2:21][CH2:20]5)[CH2:15][CH2:14]4)[N:6]4[CH:11]=[CH:10][N:9]=[C:8]([CH3:12])[C:7]=34)=[CH:42][C:41]=1[O:55][CH3:56])=[O:38])[N:31]2[CH3:36] |f:0.1|. Procedure: Reaction of 1-bromo-8-methyl-3-((trans)-4-(piperazin-1-yl)cyclohexyl)imidazo[1,5-a]pyrazine hydrochloride (40 mg) and 4-methoxy-N-(2-methoxy-4-(4,4,5,5-tetramethyl-1,3,2-dioxaborolan-2-yl)phenyl)-1-methyl-1H-indole-2-carboxamide (42 mg) according to the procedure described in example 4 step 4c and purification by column chromatography (silica gel; dichloromethane with gradient 0 to 20% of methanol) gave 4-methoxy-N-(2-methoxy-4-(8-methyl-3-((trans)-4-(piperazin-1-yl)cyclohexyl)imidazo[1,5-a]pyra... The reactants are FC1=CC=C(C=C1)NC(=O)C=1C=NC(=NC1)OCC(=O)O ([5-(4-fluorophenylcarbamoyl)pyrimidin-2-yloxy]acetic acid), COC(=O)C=1SC=CC1O (3-hydroxy-thiophene-2-carboxylic acid methyl ester), alcohol. The solvent is CO.ClCCl (methanol dichloromethane). Product: COC(=O)C=1SC=CC1OC(COC1=NC=C(C=N1)C(NC1=CC=C(C=C1)F)=O)=O (3-{2-[5-(4-Fluorophenylcarbamoyl)pyrimidin-2-yloxy]acetoxy}-thiophene-2-carboxylic acid methyl ester). Yield: 44.0%. As a reaction SMILES: [F:1][C:2]1[CH:7]=[CH:6][C:5]([NH:8][C:9]([C:11]2[CH:12]=[N:13][C:14]([O:17][CH2:18][C:19]([OH:21])=[O:20])=[N:15][CH:16]=2)=[O:10])=[CH:4][CH:3]=1.[CH3:22][O:23][C:24]([C:26]1[S:27][CH:28]=[CH:29][C:30]=1O)=[O:25]>CO.ClCCl>[CH3:22][O:23][C:24]([C:26]1[S:27][CH:28]=[CH:29][C:30]=1[O:20][C:19](=[O:21])[CH2:18][O:17][C:14]1[N:13]=[CH:12][C:11]([C:9](=[O:10])[NH:8][C:5]2[CH:4]=[CH:3][C:2]([F:1])=[CH:7][CH:6]=2)=[CH:16][N:15]=1)=[O:25] |f:2.3|. Procedure details: The titled compound was prepared from [5-(4-fluorophenylcarbamoyl)pyrimidin-2-yloxy]acetic acid using 3-hydroxy-thiophene-2-carboxylic acid methyl ester (20 mg, 0.13 mmol) as the source alcohol. Chromatography (5% methanol/dichloromethane) through SiO2 yielded 32 mg (44%) of the titled compound. ESI-MS m/z 432 (MH+), 430 (M−H−). Starting materials: O=C1CCC(=O)N1Br, C1CCOC1, COCCOCOc1ccc(I)cc1CO, c1ccc(P(c2ccccc2)c2ccccc2)cc1. The product is COCCOCOc1ccc(I)cc1CBr. Reaction SMILES: [Br:36][N:37]1[C:38](=[O:39])[CH2:40][CH2:41][C:42]1=[O:43].[CH2:44]1[O:45][CH2:46][CH2:47][CH2:48]1.[I:1][c:2]1[cH:3][cH:4][c:5]([O:10][CH2:11][O:12][CH2:13][CH2:14][O:15][CH3:16])[c:6]([CH2:7][OH:8])[cH:9]1.[c:17]1([P:18]([c:19]2[cH:20][cH:21][cH:22][cH:23][cH:24]2)[c:25]2[cH:26][cH:27][cH:28][cH:29][cH:30]2)[cH:31][cH:32][cH:33][cH:34][cH:35]1>>[I:1][c:2]1[cH:3][cH:4][c:5]([O:10][CH2:11][O:12][CH2:13][CH2:14][O:15][CH3:16])[c:6]([CH2:7][Br:36])[cH:9]1. The reactants are CCCCCC, CN(C)C=O, COc1ccc(S)c(Cl)c1Cl, Fc1ccc(CBr)c(F)c1, [H-], [Na+]. Product: COc1ccc(SCc2ccc(F)cc2F)c(Cl)c1Cl. Reaction SMILES: [CH3:24][CH2:25][CH2:26][CH2:27][CH2:28][CH3:29].[CH3:30][N:31]([CH3:32])[CH:33]=[O:34].[Cl:3][c:4]1[c:5]([SH:13])[cH:6][cH:7][c:8]([O:11][CH3:12])[c:9]1[Cl:10].[F:14][c:15]1[c:16]([CH2:17][Br:18])[cH:19][cH:20][c:21]([F:23])[cH:22]1.[H-:1].[Na+:2]>>[Cl:3][c:4]1[c:5]([S:13][CH2:17][c:16]2[c:15]([F:14])[cH:22][c:21]([F:23])[cH:20][cH:19]2)[cH:6][cH:7][c:8]([O:11][CH3:12])[c:9]1[Cl:10]. Starting materials: NC1=NC(=CC(=[N+]1[O-])N)N1CCC=CC1 (2,4-diamino-6-[3,6-dihydro-1(2H)-pyridyl]pyrimidine-3-oxide), C(Cl)Cl (methylene chloride), C(C(C)C)OC(=O)Cl (chloroformic acid isobutyl ester). The solvent is C(C)N(CC)CC (triethylamine). Run at time 2 hour. The product is N1(CCC=CC1)C1=CC(=[N+](C(=N1)NC(=O)OCC(C)C)[O-])NC(=O)OCC(C)C (diisobutyl 6-[3,6-dihydro-1(2H)-pyridyl]-2,4-pyrimidine-dicarbamate-3-oxide). As a reaction SMILES: [NH2:1][C:2]1[N+:7]([O-:8])=[C:6]([NH2:9])[CH:5]=[C:4]([N:10]2[CH2:15][CH:14]=[CH:13][CH2:12][CH2:11]2)[N:3]=1.C(Cl)Cl.[CH2:19]([O:23][C:24](Cl)=[O:25])[CH:20]([CH3:22])[CH3:21]>C(N(CC)CC)C>[N:10]1([C:4]2[N:3]=[C:2]([NH:1][C:24]([O:23][CH2:19][CH:20]([CH3:22])[CH3:21])=[O:25])[N+:7]([O-:8])=[C:6]([NH:9][C:24]([O:23][CH2:19][CH:20]([CH3:22])[CH3:21])=[O:25])[CH:5]=2)[CH2:11][CH:12]=[CH:13][CH2:14][CH2:15]1. Reported procedure: 20.7 G. of 2,4-diamino-6-[3,6-dihydro-1(2H)-pyridyl]pyrimidine-3-oxide are mixed with 250 ml. of methylene chloride and 35 ml. of triethylamine and cooled to 5° C. 40 Ml. of chloroformic acid isobutyl ester are added dropwise while stirring. After completion of the addition, the mixture is stirred at 5° C. for 15 minutes and then at room temperature for 2 hours. The solution is treated with 200 ml. of water and extracted with methylene chloride. The organic phase is evaporated and the residue is... Procedure: Benzyl (cis-3-hydroxycyclobutyl)carbamate (intermediate 47, 3.26 g, 14.73 mmol) was suspended in a mixture of diisopropylethylamine (4 ml, 23.00 mmol) and dichloromethane (100 mL) and cooled in an acetone/ice bath under nitrogen. Methanesulfonyl chloride (1.3 ml, 16.80 mmol) was added slowly and the solution stirred for minutes. The reaction was partitioned between water (200 mL), saturated ammonium chloride (50 mL) and dichloromethane (100 mL). The aqueous was extracted with additional dichloro... Reactants: NN (hydrazine), CS(=O)(=O)Cl (Methanesulfonyl chloride), NN (hydrazine), O[C@H]1C[C@H](C1)NC(OCC1=CC=CC=C1)=O (Benzyl (cis-3-hydroxycyclobutyl)carbamate), O[C@H]1C[C@H](C1)NC(OCC1=CC=CC=C1)=O (Benzyl (cis-3-hydroxycyclobutyl)carbamate), C(C)(C)N(CC)C(C)C (diisopropylethylamine). Run at temperature 80 celsius. As a reaction SMILES: O[C@@H:2]1[CH2:5][C@H:4]([NH:6][C:7](=[O:16])[O:8][CH2:9][C:10]2[CH:15]=[CH:14][CH:13]=[CH:12][CH:11]=2)[CH2:3]1.C(N(C(C)C)CC)(C)C.CS(Cl)(=O)=O.[NH2:31][NH2:32]>ClCCl>[NH:31]([C@H:2]1[CH2:5][C@H:4]([NH:6][C:7](=[O:16])[O:8][CH2:9][C:10]2[CH:15]=[CH:14][CH:13]=[CH:12][CH:11]=2)[CH2:3]1)[NH2:32]. Product: N(N)[C@@H]1C[C@H](C1)NC(OCC1=CC=CC=C1)=O (benzyl (trans-3-hydrazinylcyclobutyl)carbamate). Run in ClCCl (dichloromethane). Reactants: C[Si](C)(C)Cl, CN(C)C=O, FC(F)(Br)Sc1ccccc1. Yields the product C[Si](C)(C)C(F)(F)Sc1ccccc1. RXN SMILES: [CH3:1][Si:2]([CH3:3])([CH3:4])[Cl:5].[O:17]=[CH:18][N:19]([CH3:20])[CH3:21].[c:6]1([S:12][C:13]([F:14])([F:15])[Br:16])[cH:7][cH:8][cH:9][cH:10][cH:11]1>>[CH3:1][Si:2]([CH3:3])([CH3:4])[C:13]([S:12][c:6]1[cH:7][cH:8][cH:9][cH:10][cH:11]1)([F:14])[F:15].